From a dataset of the Open Reaction Database (ORD), a public repository of structured organic reaction records. describe an organic reaction: reactants, conditions, products, and yield Reactants: C, CCCCCCCCC(C)C(=O)Oc1ccc(OCc2ccccc2)cc1, CCOC(C)=O, [Pd]. The product is CCCCCCCCC(C)C(=O)Oc1ccc(O)cc1. Reaction SMILES: [C:28].[CH3:1][CH:2]([CH2:3][CH2:4][CH2:5][CH2:6][CH2:7][CH2:8][CH2:9][CH3:10])[C:11](=[O:12])[O:13][c:14]1[cH:15][cH:16][c:17]([O:20][CH2:21][c:22]2[cH:23][cH:24][cH:25][cH:26][cH:27]2)[cH:18][cH:19]1.[CH3:30][CH2:31][O:32][C:33](=[O:34])[CH3:35].[Pd:29]>>[CH3:1][CH:2]([CH2:3][CH2:4][CH2:5][CH2:6][CH2:7][CH2:8][CH2:9][CH3:10])[C:11](=[O:12])[O:13][c:14]1[cH:15][cH:16][c:17]([OH:20])[cH:18][cH:19]1. Yields the product CCOC(=O)Nc1ncnc2cc(C3=NNC(=O)CC3C)ccc12. Starting materials: CCOC(=O)Cl, CC1CC(=O)NN=C1c1ccc2c(N)ncnc2c1, c1ccncc1. Reaction SMILES: [Cl:20][C:21](=[O:22])[O:23][CH2:24][CH3:25].[NH2:1][c:2]1[n:3][cH:4][n:5][c:6]2[cH:7][c:8]([C:12]3=[N:17][NH:16][C:15](=[O:18])[CH2:14][CH:13]3[CH3:19])[cH:9][cH:10][c:11]12.[cH:26]1[cH:27][cH:28][n:29][cH:30][cH:31]1>>[NH:1]([c:2]1[n:3][cH:4][n:5][c:6]2[cH:7][c:8]([C:12]3=[N:17][NH:16][C:15](=[O:18])[CH2:14][CH:13]3[CH3:19])[cH:9][cH:10][c:11]12)[C:21](=[O:22])[O:23][CH2:24][CH3:25].